Dataset: the Open Reaction Database (ORD), a public repository of structured organic reaction records. Task: describe an organic reaction: reactants, conditions, products, and yield Starting materials: OC1CCN(CC1)C (4-hydroxy-1-methylpiperidine), FC=1C=C(C#N)C=CC1F (3,4-difluorobenzonitrile), FC=1C=C(C#N)C=CC1OC1CCN(CC1)C (3-fluoro-4-(1-methylpiperidin-4-yloxy)benzonitrile). Product: FC=1C=C(C=O)C=CC1OC1CCN(CC1)C (3-Fluoro-4-(1-methylpiperidin-4-yloxy)benzaldehyde). RXN SMILES: [OH:1]C1CCN(C)CC1.FC1C=C(C=CC=1F)C#N.[F:19][C:20]1[CH:21]=[C:22]([CH:25]=[CH:26][C:27]=1[O:28][CH:29]1[CH2:34][CH2:33][N:32]([CH3:35])[CH2:31][CH2:30]1)[C:23]#N>>[F:19][C:20]1[CH:21]=[C:22]([CH:25]=[CH:26][C:27]=1[O:28][CH:29]1[CH2:34][CH2:33][N:32]([CH3:35])[CH2:31][CH2:30]1)[CH:23]=[O:1]. Procedure: Synthesized from 4-hydroxy-1-methylpiperidine and 3,4-difluorobenzonitrile according to an analogous synthetic method to Preparation Example 15, 3-fluoro-4-(1-methylpiperidin-4-yloxy)benzonitrile (1.1 g) was used according to an analogous synthetic method to Preparation Example 16 to provide the title compound (1.1 g).